This data is from the Open Reaction Database (ORD), a public repository of structured organic reaction records. The task is: describe an organic reaction: reactants, conditions, products, and yield Reactants: Clc1nc(Cl)c(Cl)c(Cl)c1Cl, [NH4+], [NH4+], O=S(=O)([O-])[O-], [Zn]. Reaction SMILES: [Cl:1][c:2]1[c:3]([Cl:11])[c:4]([Cl:10])[c:5]([Cl:9])[c:6]([Cl:8])[n:7]1.[NH4+:12].[NH4+:13].[O-:14][S:15](=[O:16])(=[O:17])[O-:18].[Zn:19]>>[Cl:1][c:2]1[c:3]([Cl:11])[cH:4][c:5]([Cl:9])[c:6]([Cl:8])[n:7]1. The product is Clc1cc(Cl)c(Cl)nc1Cl. Starting materials: ClC1=C(C(=NC(=N1)C1=NN(C2=NC=CC=C21)CC2=C(C=CC=C2)F)N)N (6-Chloro-2-[1-(2-fluorobenzyl)-1H-pyrazolo[3,4-b]pyridin-3-yl]-4,5-pyrimidinediamine), C(=O)[O-].[NH4+] (ammonium formate). The reagents and catalysts are [Pd] (Pd/C). The solvent is CO (MeOH). Product: FC1=C(CN2N=C(C=3C2=NC=CC3)C3=NC=C(C(=N3)N)N)C=CC=C1 (2-[1-(2-fluorobenzyl)-1H-pyrazolo[3,4-b]pyridin-3-yl]-4,5-pyrimidinediamine). As a reaction SMILES: Cl[C:2]1[N:7]=[C:6]([C:8]2[C:16]3[C:11](=[N:12][CH:13]=[CH:14][CH:15]=3)[N:10]([CH2:17][C:18]3[CH:23]=[CH:22][CH:21]=[CH:20][C:19]=3[F:24])[N:9]=2)[N:5]=[C:4]([NH2:25])[C:3]=1[NH2:26].C([O-])=O.[NH4+]>CO.[Pd]>[F:24][C:19]1[CH:20]=[CH:21][CH:22]=[CH:23][C:18]=1[CH2:17][N:10]1[C:11]2=[N:12][CH:13]=[CH:14][CH:15]=[C:16]2[C:8]([C:6]2[N:5]=[C:4]([NH2:25])[C:3]([NH2:26])=[CH:2][N:7]=2)=[N:9]1 |f:1.2|. Procedure: 6-Chloro-2-[1-(2-fluorobenzyl)-1H-pyrazolo[3,4-b]pyridin-3-yl]-4,5-pyrimidinediamine (74 mg, 0.20 mmol) from example V was dissolved in MeOH (4 ml), and Pd/C (10%, 20 mg) and ammonium formate (126 mg, 2.00 mmol, 10 equivalents) were added. The mixture was heated under reflux for 2 days and then allowed to cool to room temperature before the catalyst was filtered off. Purification took place by preparative HPLC (column: Cromsil 120 ODS, C-18, 10 μm, 250×30 mm, flow rate 50 ml/min, room temperatur... The reactants are C(CCC)Br (n-butyl bromide), C([O-])([O-])=O.[K+].[K+] (potassium carbonate), COC(\C=C\C1=CC(OC)=C(O)C=C1)=O (ferulic acid methyl ester). Solvent: CC(CC)=O (2-butanone). Yields the product COC(C=CC1=CC(=C(C=C1)OCCCC)OC)=O (4-butoxy-3-methoxycinnamic acid methyl ester). As a reaction SMILES: [CH3:1][O:2][C:3](=[O:15])/[CH:4]=[CH:5]/[C:6]1[CH:14]=[CH:13][C:11]([OH:12])=[C:8]([O:9][CH3:10])[CH:7]=1.[CH2:16](Br)[CH2:17][CH2:18][CH3:19].C(=O)([O-])[O-].[K+].[K+]>CC(=O)CC>[CH3:1][O:2][C:3](=[O:15])[CH:4]=[CH:5][C:6]1[CH:14]=[CH:13][C:11]([O:12][CH2:16][CH2:17][CH2:18][CH3:19])=[C:8]([O:9][CH3:10])[CH:7]=1 |f:2.3.4|. Reported procedure: 4.16 g (20.0 mmol) ferulic acid methyl ester was dissolved in 115 ml 2-butanone. 2.09 ml (22.0 mmol) n-butyl bromide and 11.06 g (80 mmol) potassium carbonate were added. The reaction suspension was then heated at reflux temperature for 20 hours. The reaction mixture was filtered. The filtrate was concentrated by evaporation. The crude product was recrystallised from 42 ml isopropyl alcohol yielded 4.85 g (92%) (4-butoxy-3-methoxycinnamic acid methyl ester as white crystals.